Dataset: the Open Reaction Database (ORD), a public repository of structured organic reaction records. Task: describe an organic reaction: reactants, conditions, products, and yield Starting materials: Cl.C(C)(C)(C)ON (O-tert-butylhydroxylamine hydrochloride), Cl.CN(CCCN=C=NCC)C (1-(3-dimethylamino-propyl)-3-ethylcarbodiimide hydrochloride), CN1CCOCC1 (N-methylmorpholine), ClC1=CC=C(C(=O)C2CCN(CC2)S(=O)(=O)N2[C@H](CCCC2)C(=O)O)C=C1 (1-[4-(4-chlorobenzoyl)piperidine-1-sulfonyl]piperidine-2-(R)-carboxylic acid), 4-(4-chlorophenoxy)piperidinesulfamoyl chloride, 4-chlorobenzoyl-piperidinesulfamoyl chloride, C1CCN[C@H](C1)C(=O)O (D-pipecolinic acid). Solvent: C(Cl)Cl (methylene chloride), C(C)(=O)OCC (ethyl acetate). Run at time 8 hour. The product is C(C)(C)(C)ONC(=O)[C@@H]1N(CCCC1)S(=O)(=O)N1CCC(CC1)C(C1=CC=C(C=C1)Cl)=O (N-tert-butoxy-1-[4-(4-chlorobenzoyl)piperidine-1-sulfonyl]piperidine-2-(R)-carboxamide). Yield: 65.0%. Reaction SMILES: Cl.[C:2]([O:6][NH2:7])([CH3:5])([CH3:4])[CH3:3].Cl.CN(C)CCCN=C=NCC.CN1CCOCC1.[Cl:27][C:28]1[CH:53]=[CH:52][C:31]([C:32]([CH:34]2[CH2:39][CH2:38][N:37]([S:40]([N:43]3[CH2:48][CH2:47][CH2:46][CH2:45][C@@H:44]3[C:49](O)=[O:50])(=[O:42])=[O:41])[CH2:36][CH2:35]2)=[O:33])=[CH:30][CH:29]=1.C1C[C@H](C(O)=O)NCC1>C(Cl)Cl.C(OCC)(=O)C>[C:2]([O:6][NH:7][C:49]([C@H:44]1[CH2:45][CH2:46][CH2:47][CH2:48][N:43]1[S:40]([N:37]1[CH2:36][CH2:35][CH:34]([C:32](=[O:33])[C:31]2[CH:30]=[CH:29][C:28]([Cl:27])=[CH:53][CH:52]=2)[CH2:39][CH2:38]1)(=[O:42])=[O:41])=[O:50])([CH3:5])([CH3:4])[CH3:3] |f:0.1,2.3|. Procedure: O-tert-butylhydroxylamine hydrochloride (127 mg, 1.01 mmol), 1-(3-dimethylamino-propyl)-3-ethylcarbodiimide hydrochloride (129 mg, 0.67 mmol), N,N imethylaminopyridine (41 mg, 0.34 mmol), and N-methylmorpholine (0.15 ml, 1.3 mmol) were added to a solution of 1-[4-(4-chlorobenzoyl)piperidine-1-sulfonyl]piperidine-2-(R)-carboxylic acid (140 mg, 0.34 mmol), [prepared by proceeding as described in Example 9, but replacing D-valine and 4-(4-chlorophenoxy)piperidinesulfamoyl chloride with D-pipecolini... Reactants: C(C)(=O)NC1=CC(=C2C3=C1C(N(C(C3=CC=C2Cl)=O)O)=O)N2CCCC2 (4-Acetylamino-7-chloro-2-hydroxy-6-(pyrrolidin-1yl)benzo[de]isoquinoline-1,3 dione), [OH-].[Na+] (sodium hydroxide). Solvent: C(C)O (ethanol). Reaction conditions: time 1 hour. The product is NC1=CC(=C2C3=C1C(N(C(C3=CC=C2Cl)=O)O)=O)N2CCCC2 (4-Amino-7-chloro-2-hydroxy-6-(pyrrolidin-1-yl)benzo[de]isoquinoline-1,3-dione). Isolated yield 52.7%. As a reaction SMILES: C([NH:4][C:5]1[C:10]2[C:11](=[O:21])[N:12]([OH:20])[C:13](=[O:19])[C:14]3=[CH:15][CH:16]=[C:17]([Cl:18])[C:8]([C:9]=23)=[C:7]([N:22]2[CH2:26][CH2:25][CH2:24][CH2:23]2)[CH:6]=1)(=O)C.[OH-].[Na+]>C(O)C>[NH2:4][C:5]1[C:10]2[C:11](=[O:21])[N:12]([OH:20])[C:13](=[O:19])[C:14]3=[CH:15][CH:16]=[C:17]([Cl:18])[C:8]([C:9]=23)=[C:7]([N:22]2[CH2:23][CH2:24][CH2:25][CH2:26]2)[CH:6]=1 |f:1.2|. Procedure: A suspension of 4-acetylamino-7-chloro-2-hydroxy-6-(pyrrolidin-1yl)benzo[de]isoquinoline-1,3-dione (0.08 g, 0.2 mmol, from Example 138), 0.5N sodium hydroxide (5 mL) and ethanol (5 mL) was heated to solution and then stirred to room temperature over 1 hour. The ethanol was evaporated in vacuo, the aqueous diluted to 15 mL with water, and acidified with acetic acid. The mixture was extracted with dichloromethane, dried, filtered, and evaporated in vacuo. The residue was triturated with ether/petr... Starting materials: BrC1=C(SC(=C1C#N)Br)C(=O)OCC (Ethyl 3,5-dibromo-4-cyanothiophene-2-carboxylate), C([O-])([O-])=O.[Cs+].[Cs+] (cesium carbonate), OCC1CNCCO1 (2-hydroxymethylmorpholine), O1CCCC1 (tetrahydrofuran). Run in O (water). Run at temperature 90 celsius, time 4 hour. Yields the product BrC1=C(SC(=C1C#N)N1CC(OCC1)CO)C(=O)OCC (ethyl 3-bromo-4-cyano-5-[2-(hydroxymethyl)morpholin-4-yl]thiophene-2-carboxylate). Yield: 41.0%. As a reaction SMILES: [Br:1][C:2]1[C:6]([C:7]#[N:8])=[C:5](Br)[S:4][C:3]=1[C:10]([O:12][CH2:13][CH3:14])=[O:11].C(=O)([O-])[O-].[Cs+].[Cs+].[OH:21][CH2:22][CH:23]1[O:28][CH2:27][CH2:26][NH:25][CH2:24]1.O1CCCC1>O>[Br:1][C:2]1[C:6]([C:7]#[N:8])=[C:5]([N:25]2[CH2:26][CH2:27][O:28][CH:23]([CH2:22][OH:21])[CH2:24]2)[S:4][C:3]=1[C:10]([O:12][CH2:13][CH3:14])=[O:11] |f:1.2.3|. Reported procedure: Ethyl 3,5-dibromo-4-cyanothiophene-2-carboxylate (0.360 g, 1.06 mmol), cesium carbonate (1.05 g, 3.21 mmol), 2-hydroxymethylmorpholine (137 mg, 1.17 mmol), and tetrahydrofuran (4.5 mL, 36 mmol) were combined in a 15 mL pressure vessel equipped with a stir bar. The vessel was sealed, and the r×n was heated @ 90° C. with stirring for 4 hours. The reaction was cooled to rt. The r×n was poured into water/saline. The reaction vessel was washed out with additional water, then ethyl acetate, and these ...